Dataset: the Open Reaction Database (ORD), a public repository of structured organic reaction records. Task: describe an organic reaction: reactants, conditions, products, and yield The reactants are COC(\C=C/C=C/[C@H]([C@H](C[C@@H](\C=C/[C@@H]([C@@H]([C@H](CCCC[C@H]([C@@H]([C@H]([C@H](\C=C/C=C)C)OCC1=CC=C(C=C1)OC)C)O[Si](C)(C)C(C)(C)C)C)O[Si](C)(C)C(C)(C)C)C)O[Si](C)(C)C(C)(C)C)O[Si](C)(C)C(C)(C)C)C)=O ((2Z,4E,6R,7S,9S,10Z,12S,13R,14S,19R,20R,21S,22S,23Z)-Methyl-21-(4-methoxybenzyloxy)-7,9,13,19-tetrakis(tert-butyldimethylsilyloxy)-6,12,14,20,22-pentamethylhexacosa -2,4,10,23,25-pentaenoate), C(#N)C1=C(C(=O)C(=C(C1=O)Cl)Cl)C#N (DDQ). The solvent is CCOC(=O)C.CCCCCC (EtOAc hexane). The product is COC(\C=C/C=C/[C@H]([C@H](C[C@@H](\C=C/[C@@H]([C@@H]([C@H](CCCC[C@H]([C@@H]([C@H]([C@H](\C=C/C=C)C)O)C)O[Si](C)(C)C(C)(C)C)C)O[Si](C)(C)C(C)(C)C)C)O[Si](C)(C)C(C)(C)C)O[Si](C)(C)C(C)(C)C)C)=O ((2Z,4E,6R,7S,9S,10Z,12S,13R,14S,19R,20R,21S,22S,23Z)-Methyl-7,9,13,19-tetrakis(tert-butyldimethylsilyloxy)-21-hydroxy-6,12,14,20,22-pentamethylhexacosa-2,4,10,23,25-pentaenoate). The yield is 81714.7%. As a reaction SMILES: [CH3:1][O:2][C:3](=[O:76])/[CH:4]=[CH:5]\[CH:6]=[CH:7]\[C@@H:8]([CH3:75])[C@@H:9]([O:67][Si:68]([C:71]([CH3:74])([CH3:73])[CH3:72])([CH3:70])[CH3:69])[CH2:10][C@H:11]([O:59][Si:60]([C:63]([CH3:66])([CH3:65])[CH3:64])([CH3:62])[CH3:61])/[CH:12]=[CH:13]\[C@H:14]([CH3:58])[C@H:15]([O:50][Si:51]([C:54]([CH3:57])([CH3:56])[CH3:55])([CH3:53])[CH3:52])[C@@H:16]([CH3:49])[CH2:17][CH2:18][CH2:19][CH2:20][C@@H:21]([O:41][Si:42]([C:45]([CH3:48])([CH3:47])[CH3:46])([CH3:44])[CH3:43])[C@H:22]([CH3:40])[C@@H:23]([O:30]CC1C=CC(OC)=CC=1)[C@@H:24]([CH3:29])/[CH:25]=[CH:26]\[CH:27]=[CH2:28].C(C1C(=O)C(Cl)=C(Cl)C(=O)C=1C#N)#N>CCOC(C)=O.CCCCCC>[CH3:1][O:2][C:3](=[O:76])/[CH:4]=[CH:5]\[CH:6]=[CH:7]\[C@@H:8]([CH3:75])[C@@H:9]([O:67][Si:68]([C:71]([CH3:74])([CH3:73])[CH3:72])([CH3:69])[CH3:70])[CH2:10][C@H:11]([O:59][Si:60]([C:63]([CH3:66])([CH3:65])[CH3:64])([CH3:61])[CH3:62])/[CH:12]=[CH:13]\[C@H:14]([CH3:58])[C@H:15]([O:50][Si:51]([C:54]([CH3:55])([CH3:56])[CH3:57])([CH3:53])[CH3:52])[C@@H:16]([CH3:49])[CH2:17][CH2:18][CH2:19][CH2:20][C@@H:21]([O:41][Si:42]([C:45]([CH3:46])([CH3:47])[CH3:48])([CH3:43])[CH3:44])[C@H:22]([CH3:40])[C@@H:23]([OH:30])[C@@H:24]([CH3:29])/[CH:25]=[CH:26]\[CH:27]=[CH2:28] |f:2.3|. Reported procedure: The procedure for 47 was used with 76 (0.38 g, 0.34 μmol) and DDQ (0.084 g, 0.37 mmol) to yield 77 (0.28 g, 82%) after flash column chromatography (EtOAc/hexane 1:9) as a colorless oil: IR (CHCl3) 3542, 2956, 2856, 1722, 1640, 1462, 1254, 1175, 1086, 1004, 836, 773 cm−1; 1H NMR (300 MHz, CDCl3) δ 7.39 (dd, J=15.2, 11.2 Hz, 1H), 6.63 (ddd, J=16.9, 10.5, 10.4 Hz, 1H), 6.53 (t, J=11.3 Hz, 1H), 6.09 (t, J=1.0 Hz, 1H), 5.98 (dd, J=8.3, 7.1 Hz, 1H), 5.58 (d, J=11.3 Hz, 1H), 5.45-5.39 (m, 2H), 5.26 (dd... Reported procedure: A solution of 20-oximino-5α-pregna-2,16-diene-11-one (60 g) in anhydrous pyridine (250 ml) was treated with 225 ml of a solution prepared from phosphorus oxychloride (55 ml) in anhydrous pyridine (250 ml) whilst maintaining the reaction temperature at `5° during addition of the reagent. The reaction mixture was then added to a solution of concentrated HCl (350 ml) in water (3 l). This mixture was stirred for 60 hours before collecting the precipitate by filtration. The precipitate was washed wit... The product is C[C@@]12C(CC[C@H]1[C@@H]1CC[C@H]3CC=CC[C@]3(C)[C@H]1C(C2)=O)=O (5α-Androst-2-ene-11,17-dione). Reaction conditions: time 60 hour. The solvent is N1=CC=CC=C1 (pyridine), N1=CC=CC=C1 (pyridine), O (water). Reaction SMILES: N(=C([C:5]1[C@:22]2([CH3:23])[C@H:8]([C@H:9]3[C@H:19]([C:20](=[O:24])[CH2:21]2)[C@:17]2([CH3:18])[C@H:12]([CH2:13][CH:14]=[CH:15][CH2:16]2)[CH2:11][CH2:10]3)[CH2:7][CH:6]=1)C)O.P(Cl)(Cl)(Cl)=[O:26].Cl>N1C=CC=CC=1.O>[CH3:23][C@:22]12[CH2:21][C:20](=[O:24])[C@H:19]3[C@@H:9]([CH2:10][CH2:11][C@@H:16]4[C@:17]3([CH3:18])[CH2:12][CH:13]=[CH:14][CH2:15]4)[C@@H:5]1[CH2:6][CH2:7][C:8]2=[O:26]. Reactants: N(O)=C(C)C1=CC[C@H]2[C@@H]3CC[C@H]4CC=CC[C@]4(C)[C@H]3C(C[C@]12C)=O (20-oximino-5α-pregna-2,16-diene-11-one), solution, P(=O)(Cl)(Cl)Cl (phosphorus oxychloride), Cl (HCl). Starting materials: COc1ccc(C(C)(C)C)cc1 (substrate), Cc1ccc([Mg]Br)cc1 (effective_coupling_partner). Reagents/catalysts: C1-CDC. Run at temperature 60 celsius, time 4 hour. Yields the product Cc2ccc(c1ccc(C(C)(C)C)cc1)cc2. Reactants: O=C(O)C(F)(F)F, CC(C)(C)OC(=O)CNC(=O)C1=C(O)C(C)(C)c2cc(NCCN3CCOCC3)ccc2C1=O. As a reaction SMILES: [F:35][C:36]([F:37])([F:38])[C:39]([OH:40])=[O:41].[OH:1][C:2]1=[C:11]([C:12](=[O:13])[NH:14][CH2:15][C:16](=[O:17])[O:18][C:19]([CH3:20])([CH3:21])[CH3:22])[C:10](=[O:23])[c:9]2[c:4]([cH:5][c:6]([NH:24][CH2:25][CH2:26][N:27]3[CH2:28][CH2:29][O:30][CH2:31][CH2:32]3)[cH:7][cH:8]2)[C:3]1([CH3:33])[CH3:34]>>[OH:1][C:2]1=[C:11]([C:12](=[O:13])[NH:14][CH2:15][C:16](=[O:17])[OH:18])[C:10](=[O:23])[c:9]2[c:4]([cH:5][c:6]([NH:24][CH2:25][CH2:26][N:27]3[CH2:28][CH2:29][O:30][CH2:31][CH2:32]3)[cH:7][cH:8]2)[C:3]1([CH3:33])[CH3:34]. Yields the product CC1(C)C(O)=C(C(=O)NCC(=O)O)C(=O)c2ccc(NCCN3CCOCC3)cc21. Starting materials: Brc1ccccc1, CC(C)(C)[O-], Cc1ccccc1, [Na+], Cl[Pd]Cl, Nc1nccc(-c2ccc(-c3ccc(N(c4ccccc4)c4ccccc4)cc3)cc2)n1, c1ccc(P(c2ccccc2)c2ccccc2)cc1, c1ccc(P(c2ccccc2)c2ccccc2)cc1. The product is c1ccc(Nc2nccc(-c3ccc(-c4ccc(N(c5ccccc5)c5ccccc5)cc4)cc3)n2)cc1. Reaction SMILES: [Br:33][c:34]1[cH:35][cH:36][cH:37][cH:38][cH:39]1.[CH3:40][C:41]([CH3:42])([O-:43])[CH3:44].[CH3:46][c:47]1[cH:48][cH:49][cH:50][cH:51][cH:52]1.[Na+:45].[Pd:53]([Cl:54])[Cl:55].[c:1]1([N:7]([c:8]2[cH:9][cH:10][c:11](-[c:14]3[cH:15][cH:16][c:17](-[c:20]4[n:21][c:22]([NH2:26])[n:23][cH:24][cH:25]4)[cH:18][cH:19]3)[cH:12][cH:13]2)[c:27]2[cH:28][cH:29][cH:30][cH:31][cH:32]2)[cH:2][cH:3][cH:4][cH:5][cH:6]1.[c:56]1([P:57]([c:58]2[cH:59][cH:60][cH:61][cH:62][cH:63]2)[c:64]2[cH:65][cH:66][cH:67][cH:68][cH:69]2)[cH:70][cH:71][cH:72][cH:73][cH:74]1.[c:75]1([P:76]([c:77]2[cH:78][cH:79][cH:80][cH:81][cH:82]2)[c:83]2[cH:84][cH:85][cH:86][cH:87][cH:88]2)[cH:89][cH:90][cH:91][cH:92][cH:93]1>>[c:1]1([N:7]([c:8]2[cH:9][cH:10][c:11](-[c:14]3[cH:15][cH:16][c:17](-[c:20]4[n:21][c:22]([NH:26][c:34]5[cH:35][cH:36][cH:37][cH:38][cH:39]5)[n:23][cH:24][cH:25]4)[cH:18][cH:19]3)[cH:12][cH:13]2)[c:27]2[cH:28][cH:29][cH:30][cH:31][cH:32]2)[cH:2][cH:3][cH:4][cH:5][cH:6]1.